This data is from the Open Reaction Database (ORD), a public repository of structured organic reaction records. The task is: describe an organic reaction: reactants, conditions, products, and yield Starting materials: Br (HBr), C(C)OP(OCC)(=O)C1=CC=C(C=C1)P(OCC)(=O)OCC (1.4-benzene-diphosphonic acid tetra-ethyl ester), C(=O)=O (dry ice), C(C)OCC (diethyl-ether). The solvent is C(C)(=O)O (acetic acid), C(C)O (ethanol). Run at temperature 80 celsius. Yields the product C1(=CC=C(C=C1)P(O)(=O)O)P(O)(=O)O (1,4-benzene-diphosphonic acid). The yield is 88.1%. As a reaction SMILES: Br.C([O:4][P:5]([C:10]1[CH:15]=[CH:14][C:13]([P:16]([O:21]CC)(=[O:20])[O:17]CC)=[CH:12][CH:11]=1)(=[O:9])[O:6]CC)C.C(OCC)C.C(=O)=O>C(O)(=O)C.C(O)C>[C:13]1([P:16]([OH:21])(=[O:17])[OH:20])[CH:12]=[CH:11][C:10]([P:5]([OH:6])(=[O:4])[OH:9])=[CH:15][CH:14]=1. Procedure: 93 ml of HBr at 33% by weight in acetic acid are added to 6.68 g of 1.4-benzene-diphosphonic acid tetra-ethyl ester and the mixture is heated to 80° C. for 4 hours. After cooling to ambient temperature 200 ml of diethyl-ether are added and the mixture, after brief agitation, is cooled to -78° C. in a bath of ethanol and dry ice. The oily precipitate obtained is recovered by decantation and subjected twice more to the dispersion process with ether and low-temperature precipitation. The oily resid... The reactants are [Al+3], [Al+3], O=C([O-])C=CC(=O)O, CNC(=O)c1ccccc1Sc1ccccc1, CCO, [Cl-], [Cl-], [Cl-], [H-], [H-], [H-], [H-], [Li+], O, O=C(O)C=CC(=O)O. Product: CNCc1ccccc1Sc1ccccc1. RXN SMILES: [Al+3:2].[Al+3:8].[C:28]([OH:29])(=[O:30])[CH:31]=[CH:32][C:33]([O-:34])=[O:35].[CH3:11][NH:12][C:13]([c:14]1[c:15]([S:20][c:21]2[cH:22][cH:23][cH:24][cH:25][cH:26]2)[cH:16][cH:17][cH:18][cH:19]1)=[O:27].[CH3:44][CH2:45][OH:46].[Cl-:10].[Cl-:7].[Cl-:9].[H-:1].[H-:4].[H-:5].[H-:6].[Li+:3].[OH2:47].[OH:36][C:37]([CH:38]=[CH:39][C:40](=[O:41])[OH:42])=[O:43]>>[CH3:11][NH:12][CH2:13][c:14]1[c:15]([S:20][c:21]2[cH:22][cH:23][cH:24][cH:25][cH:26]2)[cH:16][cH:17][cH:18][cH:19]1. Starting materials: C(C(=O)C1=CC=CC=C1)S(=O)(=O)C1=CC=CC=C1 (phenacylphenyl sulfone), FC1=CC=C(C=O)C=C1 (4-fluorobenzaldehyde). Product: C1(=CC=CC=C1)S(=O)(=O)C(C(=O)C1=CC=CC=C1)=CC1=CC=C(C=C1)F (2-(phenylsulfonyl)-1-phenyl-3-(4-fluorophenyl)-2-propen-1-one). The yield is 62.0%. Reaction SMILES: [CH2:1]([S:10]([C:13]1[CH:18]=[CH:17][CH:16]=[CH:15][CH:14]=1)(=[O:12])=[O:11])[C:2]([C:4]1[CH:9]=[CH:8][CH:7]=[CH:6][CH:5]=1)=[O:3].[F:19][C:20]1[CH:27]=[CH:26][C:23]([CH:24]=O)=[CH:22][CH:21]=1>>[C:13]1([S:10]([C:1](=[CH:24][C:23]2[CH:26]=[CH:27][C:20]([F:19])=[CH:21][CH:22]=2)[C:2]([C:4]2[CH:5]=[CH:6][CH:7]=[CH:8][CH:9]=2)=[O:3])(=[O:11])=[O:12])[CH:18]=[CH:17][CH:16]=[CH:15][CH:14]=1. Procedure: A solution of phenacylphenyl sulfone (0.01 mol) and 4-fluorobenzaldehyde (0.01 mol) was subjected to Method 1 of Procedure 4. The title compound, melting point 142-143° C., was obtained in 62% yield. Run in CN(C)C=O (DMF). Yields the product C(C)(C)(C)OC(NC1(CCC1)C1=CC=C(C=C1)C=1C(=CC2=C(OCC(N2C(C)C#N)=O)N1)C1=CC=CC=C1)=O (tert-butyl(1-(4-(1-(1-cyanoethyl)-2-oxo-7-phenyl-2,3-dihydro-1H-pyrido[2,3-b][1,4]oxazin-6-yl)phenyl)cyclobutyl)carbamate). Run at time 1 hour. As a reaction SMILES: [O:1]=[C:2]1[CH2:7][O:6][C:5]2[N:8]=[C:9]([C:18]3[CH:23]=[CH:22][C:21]([C:24]4([NH:28][C:29](=[O:35])[O:30][C:31]([CH3:34])([CH3:33])[CH3:32])[CH2:27][CH2:26][CH2:25]4)=[CH:20][CH:19]=3)[C:10]([C:12]3[CH:17]=[CH:16][CH:15]=[CH:14][CH:13]=3)=[CH:11][C:4]=2[NH:3]1.[H-].[Na+].Br[CH:39]([CH3:42])[C:40]#[N:41]>CN(C=O)C>[C:31]([O:30][C:29](=[O:35])[NH:28][C:24]1([C:21]2[CH:22]=[CH:23][C:18]([C:9]3[C:10]([C:12]4[CH:13]=[CH:14][CH:15]=[CH:16][CH:17]=4)=[CH:11][C:4]4[N:3]([CH:39]([C:40]#[N:41])[CH3:42])[C:2](=[O:1])[CH2:7][O:6][C:5]=4[N:8]=3)=[CH:19][CH:20]=2)[CH2:25][CH2:26][CH2:27]1)([CH3:32])([CH3:34])[CH3:33] |f:1.2|. Isolated yield 34.2%. The reactants are [H-].[Na+] (sodium hydride), BrC(C#N)C (2-bromopropanenitrile), O=C1NC2=C(OC1)N=C(C(=C2)C2=CC=CC=C2)C2=CC=C(C=C2)C2(CCC2)NC(OC(C)(C)C)=O (tert-butyl 1-(4-(2-oxo-7-phenyl-2,3-dihydro-1H-pyrido[2,3-b][1,4]oxazin-6-yl)phenyl)cyclobutylcarbamate). Procedure: In a 50 ml round bottom flask was added tert-butyl 1-(4-(2-oxo-7-phenyl-2,3-dihydro-1H-pyrido[2,3-b][1,4]oxazin-6-yl)phenyl)cyclobutylcarbamate (50 mg, 0.106 mmol) in DMF (Volume: 4 ml) to give a brown solution. sodium hydride (10.18 mg, 0.254 mmol) and 2-bromopropanenitrile (17.05 mg, 0.127 mmol) were added. The reaction mixture was stirred at 50 degree for 1 h then room temperature overnight. The reaction mixture was partitioned between DCM (20 ml) and water (20 ml). The organic phase was sepa... Starting materials: BrC1=CC=CC(=N1)C=O (6-bromopicolinaldehyde), FC1=C(C=C(C=C1)B(O)O)C(F)(F)F (4-fluoro-3-(trifluoromethyl)phenylboronic acid), C([O-])([O-])=O.[Cs+].[Cs+] (cesium carbonate). Run in O1CCOCC1 (dioxane). Run at temperature 80 celsius. Product: FC1=C(C=C(C=C1)C1=CC=CC(=N1)C=O)C(F)(F)F (6-(4-fluoro-3-(trifluoromethyl)phenyl)picolinaldehyde). The yield is 90.5%. As a reaction SMILES: Br[C:2]1[N:7]=[C:6]([CH:8]=[O:9])[CH:5]=[CH:4][CH:3]=1.[F:10][C:11]1[CH:16]=[CH:15][C:14](B(O)O)=[CH:13][C:12]=1[C:20]([F:23])([F:22])[F:21].C(=O)([O-])[O-].[Cs+].[Cs+]>O1CCOCC1>[F:10][C:11]1[CH:16]=[CH:15][C:14]([C:2]2[N:7]=[C:6]([CH:8]=[O:9])[CH:5]=[CH:4][CH:3]=2)=[CH:13][C:12]=1[C:20]([F:21])([F:22])[F:23] |f:2.3.4|. Reported procedure: To a solution of 6-bromopicolinaldehyde (1.00 g, 5.38 mmol) in dioxane (30 mL) at ambient temperature was added 4-fluoro-3-(trifluoromethyl)phenylboronic acid (1.11 g, 5.38 mmol), 2M cesium carbonate (8.0 mL, 16 mmol) and 1,1′-bis(diphenylphosphino)ferrocene-palladium(II)dichloride dichloromethane complex (0.220 g, 0.269 mmol). The mixture was degassed (3× vacuum/purge N2), then heated at 80° C. overnight. After cooling to room temperature the mixture was concentrated and the residue partitioned... Starting materials: C(C)(C)(C)OC(=O)C1CN(C1)CC=1C=C2CCC=3C(=NOC3C2=CC1)C(=O)OC (methyl 7-((3-(tert-butoxycarbonyl)azetidin-1-yl)methyl)-4,5-dihydronaphtho[2,1-d]isoxazole-3-carboxylate), O.[OH-].[Li+] (lithium hydroxide monohydrate). Run in C1CCOC1 (THF), O (water). Reaction conditions: time 8 hour. Product: C(C)(C)(C)OC(=O)C1CN(C1)CC=1C=C2CCC=3C(=NOC3C2=CC1)C(=O)O (7-((3-(tert-Butoxycarbonyl)azetidin-1-yl)methyl)-4,5-dihydronaphtho[2,1-d]isoxazole-3-carboxylic acid). The yield is 120.2%. Reaction SMILES: [C:1]([O:5][C:6]([CH:8]1[CH2:11][N:10]([CH2:12][C:13]2[CH:14]=[C:15]3[C:23](=[CH:24][CH:25]=2)[C:22]2[O:21][N:20]=[C:19]([C:26]([O:28]C)=[O:27])[C:18]=2[CH2:17][CH2:16]3)[CH2:9]1)=[O:7])([CH3:4])([CH3:3])[CH3:2].O.[OH-].[Li+]>C1COCC1.O>[C:1]([O:5][C:6]([CH:8]1[CH2:11][N:10]([CH2:12][C:13]2[CH:14]=[C:15]3[C:23](=[CH:24][CH:25]=2)[C:22]2[O:21][N:20]=[C:19]([C:26]([OH:28])=[O:27])[C:18]=2[CH2:17][CH2:16]3)[CH2:9]1)=[O:7])([CH3:4])([CH3:2])[CH3:3] |f:1.2.3|. Procedure: A mixture of methyl 7-((3-(tert-butoxycarbonyl)azetidin-1-yl)methyl)-4,5-dihydronaphtho[2,1-d]isoxazole-3-carboxylate (Preparation 45D, 95 mg, 0.238 mmol) and lithium hydroxide monohydrate (12.01 mg, 0.286 mmol) in THF (3 mL) and water (1.500 mL) was allowed to stir at room temperature overnight. The THF was evaporated and the residue diluted with 5 ml of water. The pH was adjusted to 5-6 and extracted with ethyl acetate six times. The organic layers were combined, dried over sodium sulfate and ... Yields the product OCCOCCNc1ncncc1Cc1ccccc1. The reactants are OCCOCCNc1nc(Cl)ncc1Cc1ccccc1, CCO, [H][H]. RXN SMILES: [CH2:1]([c:2]1[cH:3][cH:4][cH:5][cH:6][cH:7]1)[c:8]1[c:9]([NH:15][CH2:16][CH2:17][O:18][CH2:19][CH2:20][OH:21])[n:10][c:11]([Cl:14])[n:12][cH:13]1.[CH3:24][CH2:25][OH:26].[H:22][H:23]>>[CH2:1]([c:2]1[cH:3][cH:4][cH:5][cH:6][cH:7]1)[c:8]1[c:9]([NH:15][CH2:16][CH2:17][O:18][CH2:19][CH2:20][OH:21])[n:10][cH:11][n:12][cH:13]1. Starting materials: Cl.Cl.C(C)OC(CNCCN)=O (N-(2-aminoethyl)-glycine ethyl ester 2HCl), ClC1=C(C=C(C=C1)Cl)C1=NN=C(S1)S(=O)(=O)Cl (5-(2,5-Dichlorophenyl)-1,3,4-thiadiazole-2-sulfonyl chloride). The product is C(C)OC(CNCCNS(=O)(=O)C=1SC(=NN1)C1=C(C=CC(=C1)Cl)Cl)=O (N-{2-[5-(2,5-Dichlorophenyl)-1,3,4-thiadiazole-2-sulfonylamino]-ethyl}-glycine ethyl ester). As a reaction SMILES: Cl.Cl.[CH2:3]([O:5][C:6](=[O:12])[CH2:7][NH:8][CH2:9][CH2:10][NH2:11])[CH3:4].[Cl:13][C:14]1[CH:19]=[CH:18][C:17]([Cl:20])=[CH:16][C:15]=1[C:21]1[S:25][C:24]([S:26](Cl)(=[O:28])=[O:27])=[N:23][N:22]=1>>[CH2:3]([O:5][C:6](=[O:12])[CH2:7][NH:8][CH2:9][CH2:10][NH:11][S:26]([C:24]1[S:25][C:21]([C:15]2[CH:16]=[C:17]([Cl:20])[CH:18]=[CH:19][C:14]=2[Cl:13])=[N:22][N:23]=1)(=[O:28])=[O:27])[CH3:4] |f:0.1.2|. Reported procedure: The title compound was synthesized by the reaction of N-(2-aminoethyl)-glycine ethyl ester 2HCl with 5-(2,5-Dichlorophenyl)-1,3,4-thiadiazole-2-sulfonyl chloride as per the procedure of example 1. 1H NMR (500 MHz; DMSO-d6) δ 8.27 (s, 1H), 7.80 (d, 1H), 7.75 (d, 1H), 4.03 (q, 2H), 3.35 (s, 2H), 3.21 (t, 2H), 2.71 (t, 2H), 1.15 (t, 3H). Reactants: CN1C(C(C2=CC(=CC=C12)S(=O)(=O)N1[C@@H](CCC1)COC1=CC=CC=C1)=O)=O ((S)-1-Methyl-5-(2-phenoxymethyl-pyrrolidine-1-sulfonyl)-1H-indole-2,3-dione), O(C1=CC=CC=C1)C[C@H]1N(CC1)S(=O)(=O)C=1C=C2C(C(NC2=CC1)=O)=O ((S)-5-(2-Phenoxymethyl-azetidine-1-sulfonyl)-1H-indole-2,3-dione), BrCC1=CC=CC(=N1)F (6-(bromomethyl)-2-fluoropyridine). Yields the product FC1=CC=CC(=N1)CN1C(C(C2=CC(=CC=C12)S(=O)(=O)N1[C@@H](CC1)COC1=CC=CC=C1)=O)=O ((S)-1-(6-Fluoropyridin-2-yl-methyl)-5-(2-phenoxymethylazetidine-1-sulfonyl)-1H-indole-2,3-dione). Yield: 52.0%. As a reaction SMILES: CN1C2C(=CC(S(N3CCC[C@H]3COC3C=CC=CC=3)(=O)=O)=CC=2)C(=O)C1=O.[O:29]([CH2:36][C@@H:37]1[CH2:40][CH2:39][N:38]1[S:41]([C:44]1[CH:45]=[C:46]2[C:50](=[CH:51][CH:52]=1)[NH:49][C:48](=[O:53])[C:47]2=[O:54])(=[O:43])=[O:42])[C:30]1[CH:35]=[CH:34][CH:33]=[CH:32][CH:31]=1.Br[CH2:56][C:57]1[N:62]=[C:61]([F:63])[CH:60]=[CH:59][CH:58]=1>>[F:63][C:61]1[N:62]=[C:57]([CH2:56][N:49]2[C:50]3[C:46](=[CH:45][C:44]([S:41]([N:38]4[CH2:39][CH2:40][C@H:37]4[CH2:36][O:29][C:30]4[CH:35]=[CH:34][CH:33]=[CH:32][CH:31]=4)(=[O:43])=[O:42])=[CH:52][CH:51]=3)[C:47](=[O:54])[C:48]2=[O:53])[CH:58]=[CH:59][CH:60]=1. Procedure details: (S)-1-(6-Fluoropyridin-2-yl-methyl)-5-(2-phenoxymethylazetidine-1-sulfonyl)-1H-indole-2,3-dione (18i) was prepared according to the same procedure for compound 11a, except using compound 17 and 6-(bromomethyl)-2-fluoropyridine, and purified with ether to afford 62 mg (52%) of 18i as an orange solid, mp 144.7-146.1° C. 1H NMR (300 MHz, CDCl3) δ 8.03 (s, 1H), 8.00 (dd, J=8.25 Hz, J=2.1 Hz, 1H), 7.82 (m, 1H), 7.27-7.11 (m, 4H), 6.92 (m, 2H), 6.79 (m, 2H). Anal. Calcd for C24H20FN3O5S: C, 59.87, H, ...